Dataset: the Open Reaction Database (ORD), a public repository of structured organic reaction records. Task: describe an organic reaction: reactants, conditions, products, and yield Starting materials: ClC(=O)OC (Methyl chloroformate), 2-(aminophenyl)alkanol, N1=CC=CC=C1 (pyridine), C(C)(=O)OCC (ethyl acetate), C([O-])([O-])=O.[K+].[K+] (potassium carbonate), O (water), N1=CC=CC=C1 (pyridine). Reagents/catalysts: CN(C)C=1C=CN=CC1 (DMAP). Run in CN(C)C=O (DMF). Conditions: time 2 hour. Yields the product N1C(OCC2=C1C=CC=C2)=O (1,4-dihydro-2H-3,1-benzoxazin-2-one). As a reaction SMILES: ClC(OC)=O.C(=O)([O-])[O-].[K+].[K+].[C:12]([O:15][CH2:16][CH3:17])(=[O:14])C.O.[N:19]1[CH:24]=[CH:23][CH:22]=[CH:21][CH:20]=1>CN(C1C=CN=CC=1)C.CN(C=O)C>[NH:19]1[C:20]2[CH:21]=[CH:22][CH:23]=[CH:24][C:17]=2[CH2:16][O:15][C:12]1=[O:14] |f:1.2.3|. Procedure details: Methyl chloroformate (1.2 equiv) is added to a solution of a 2-(aminophenyl)alkanol (1 equiv) and DMAP (0.10 equiv) in pyridine (1 M) at 0° C. Additional pyridine is added as needed to keep the precipitates from accumulating. The solution is allowed to warm to room temperature and stirred for 2 hours. Sodium bisulfate (2N) and ethyl acetate are added, resulting in an aqueous layer and a first organic layer. The first organic layer is collected and the aqueous layer extracted with ethyl acetate. ...